This data is from the Open Reaction Database (ORD), a public repository of structured organic reaction records. The task is: describe an organic reaction: reactants, conditions, products, and yield Reaction SMILES: [CH3:34][C:35]#[N:36].[Cl:1][c:2]1[n:3][c:4]2[c:5]([Cl:14])[cH:6][cH:7][cH:8][c:9]2[cH:10][c:11]1[CH:12]=[O:13].[F:15][C:16]([c:17]1[c:18]([B:23]([OH:24])[OH:25])[cH:19][cH:20][cH:21][cH:22]1)([F:26])[F:27].[Na+:28].[Na+:29].[O-:30][C:31](=[O:32])[O-:33].[OH2:37].[cH:38]1[cH:39][cH:40][c:41]([P:42]([Pd:43]([P:44]([c:45]2[cH:46][cH:47][cH:48][cH:49][cH:50]2)([c:51]2[cH:52][cH:53][cH:54][cH:55][cH:56]2)[c:57]2[cH:58][cH:59][cH:60][cH:61][cH:62]2)([P:63]([c:64]2[cH:65][cH:66][cH:67][cH:68][cH:69]2)([c:70]2[cH:71][cH:72][cH:73][cH:74][cH:75]2)[c:76]2[cH:77][cH:78][cH:79][cH:80][cH:81]2)[P:82]([c:83]2[cH:84][cH:85][cH:86][cH:87][cH:88]2)([c:89]2[cH:90][cH:91][cH:92][cH:93][cH:94]2)[c:95]2[cH:96][cH:97][cH:98][cH:99][cH:100]2)([c:101]2[cH:102][cH:103][cH:104][cH:105][cH:106]2)[c:107]2[cH:108][cH:109][cH:110][cH:111][cH:112]2)[cH:113][cH:114]1>>[c:2]1(-[c:18]2[c:17]([C:16]([F:15])([F:26])[F:27])[cH:22][cH:21][cH:20][cH:19]2)[n:3][c:4]2[c:5]([Cl:14])[cH:6][cH:7][cH:8][c:9]2[cH:10][c:11]1[CH:12]=[O:13]. Starting materials: CC#N, O=Cc1cc2cccc(Cl)c2nc1Cl, OB(O)c1ccccc1C(F)(F)F, [Na+], [Na+], O=C([O-])[O-], O, c1ccc(P(c2ccccc2)(c2ccccc2)[Pd](P(c2ccccc2)(c2ccccc2)c2ccccc2)(P(c2ccccc2)(c2ccccc2)c2ccccc2)P(c2ccccc2)(c2ccccc2)c2ccccc2)cc1. The product is O=Cc1cc2cccc(Cl)c2nc1-c1ccccc1C(F)(F)F. Reactants: FC1=CC=C2C=CC(=NC2=C1)COC1=CC2=C(OCC3=C(C2O)C=CC=C3)C=C1 (2-(7-Fluoroquinolin-2-yl)methoxy-11-hydroxy-6,11-dihydrodibenz[b,e]oxepine), SCCC(=O)O (3-mercaptopropionic acid). The product is C(=O)(O)CCSC1C2=C(OCC3=C1C=CC=C3)C=CC(=C2)OCC2=NC3=CC(=CC=C3C=C2)F (11-(2-Carboxyethylthio)-2-(7-fluoroquinolin-2-yl)methoxy-6,11-dihydrodibenz[b,e]oxepine). As a reaction SMILES: [F:1][C:2]1[CH:11]=[C:10]2[C:5]([CH:6]=[CH:7][C:8]([CH2:12][O:13][C:14]3[CH:29]=[CH:28][C:17]4[O:18][CH2:19][C:20]5[CH:27]=[CH:26][CH:25]=[CH:24][C:21]=5[CH:22](O)[C:16]=4[CH:15]=3)=[N:9]2)=[CH:4][CH:3]=1.[SH:30][CH2:31][CH2:32][C:33]([OH:35])=[O:34]>>[C:33]([CH2:32][CH2:31][S:30][CH:22]1[C:21]2[CH:24]=[CH:25][CH:26]=[CH:27][C:20]=2[CH2:19][O:18][C:17]2[CH:28]=[CH:29][C:14]([O:13][CH2:12][C:8]3[CH:7]=[CH:6][C:5]4[C:10](=[CH:11][C:2]([F:1])=[CH:3][CH:4]=4)[N:9]=3)=[CH:15][C:16]1=2)([OH:35])=[O:34]. Procedure details: 2-(7-Fluoroquinolin-2-yl)methoxy-11-hydroxy-6,11-dihydrodibenz[b,e]oxepine and 3-mercaptopropionic acid were used and reacted in the same manner as in Example 1 to obtain the title compound.